describe an organic reaction: reactants, conditions, products, and yield From a dataset of the Open Reaction Database (ORD), a public repository of structured organic reaction records. The reactants are CCOC(=O)c1ccc2c(c1)nc(-c1ccc([N+](=O)[O-])c(C(OC)OC)c1)n2C1CCCCC1, CO, [Mg+2], O=S(=O)([O-])[O-]. The product is CCOC(=O)c1ccc2c(c1)nc(-c1ccc(N)c(C(OC)OC)c1)n2C1CCCCC1. As a reaction SMILES: [CH2:7]([CH3:8])[O:9][C:10](=[O:11])[c:12]1[cH:13][c:14]2[c:15]([n:16]([CH:33]3[CH2:34][CH2:35][CH2:36][CH2:37][CH2:38]3)[c:17](-[c:19]3[cH:20][c:21]([CH:28]([O:29][CH3:30])[O:31][CH3:32])[c:22]([N+:25]([O-:26])=[O:27])[cH:23][cH:24]3)[n:18]2)[cH:39][cH:40]1.[CH3:41][OH:42].[Mg+2:1].[O-:2][S:3]([O-:4])(=[O:5])=[O:6]>>[CH2:7]([CH3:8])[O:9][C:10](=[O:11])[c:12]1[cH:13][c:14]2[c:15]([n:16]([CH:33]3[CH2:34][CH2:35][CH2:36][CH2:37][CH2:38]3)[c:17](-[c:19]3[cH:20][c:21]([CH:28]([O:29][CH3:30])[O:31][CH3:32])[c:22]([NH2:25])[cH:23][cH:24]3)[n:18]2)[cH:39][cH:40]1. The reactants are BrCC(=O)OC (methyl bromoacetate), C([O-])([O-])=O.[K+].[K+] (potassium carbonate), C(C)(C)(C)OC(=O)N1CCC(CC1)OC1=CC=C(C=C1)N(S(=O)(=O)NC(OCC)=O)CC1=CC2=CC(=CC=C2C=C1)C#N (Ethyl N-[N-[4-[(1-t-butoxycarbonyl-4-piperidyl)oxy]phenyl]-N-[(7-cyano-2-naphthyl)methyl]sulfamoyl]carbamate). Solvent: CN(C=O)C (dimethylformamide). Reaction conditions: time 15 hour. The product is C(C)(C)(C)OC(=O)N1CCC(CC1)OC1=CC=C(C=C1)N(S(=O)(=O)N(CC(=O)OC)C(=O)OCC)CC1=CC2=CC(=CC=C2C=C1)C#N (methyl N-[N-[4-[(1-t-butoxycarbonyl-4-piperidyl)oxy]phenyl]-N-[(7-cyano-2-naphthyl)methyl]sulfamoyl]-N-ethoxycarbonylglycinate). The yield is 98.1%. Reaction SMILES: [C:1]([O:5][C:6]([N:8]1[CH2:13][CH2:12][CH:11]([O:14][C:15]2[CH:20]=[CH:19][C:18]([N:21]([CH2:31][C:32]3[CH:41]=[CH:40][C:39]4[C:34](=[CH:35][C:36]([C:42]#[N:43])=[CH:37][CH:38]=4)[CH:33]=3)[S:22]([NH:25][C:26](=[O:30])[O:27][CH2:28][CH3:29])(=[O:24])=[O:23])=[CH:17][CH:16]=2)[CH2:10][CH2:9]1)=[O:7])([CH3:4])([CH3:3])[CH3:2].Br[CH2:45][C:46]([O:48][CH3:49])=[O:47].C(=O)([O-])[O-].[K+].[K+]>CN(C)C=O>[C:1]([O:5][C:6]([N:8]1[CH2:9][CH2:10][CH:11]([O:14][C:15]2[CH:16]=[CH:17][C:18]([N:21]([CH2:31][C:32]3[CH:41]=[CH:40][C:39]4[C:34](=[CH:35][C:36]([C:42]#[N:43])=[CH:37][CH:38]=4)[CH:33]=3)[S:22]([N:25]([C:26]([O:27][CH2:28][CH3:29])=[O:30])[CH2:45][C:46]([O:48][CH3:49])=[O:47])(=[O:23])=[O:24])=[CH:19][CH:20]=2)[CH2:12][CH2:13]1)=[O:7])([CH3:2])([CH3:3])[CH3:4] |f:2.3.4|. Procedure: Ethyl N-[N-[4-[(1-t-butoxycarbonyl-4-piperidyl)oxy]phenyl]-N-[(7-cyano-2-naphthyl)methyl]sulfamoyl]carbamate (1 g) was dissolved in 10 ml of dimethylformamide, 376 mg of methyl bromoacetate and 339 mg of potassium carbonate were added to the solution, and the mixture was stirred at room temperature for 15 hours. The reaction solution was evaporated, water was added, and the mixture was extracted with chloroform. The extract was dried over anhydrous sodium sulfate and then evaporated. The resulti... Reactants: CNC(=O)C1=CC2=C(N=C(N=C2)Cl)N1C1CCCC1 (2-chloro-7-cyclopentyl-7H-pyrrolo[2,3-d]pyrimidine-6-carboxylic acid methylamide), C(C)(C)(C)OC(=O)N1[C@@H]2CN([C@H](C1)C2)C(=O)C=2C=NC(=CC2)N ((1S,4S)-5-(6-amino-pyridine-3-carbonyl)-2,5-diaza-bicyclo[2.2.1]heptane-2-carboxylic acid tert-butyl ester). The product is C(C)(C)(C)OC(=O)N1[C@@H]2CN([C@H](C1)C2)C(=O)C=2C=NC(=CC2)NC=2N=CC1=C(N2)N(C(=C1)C(NC)=O)C1CCCC1 ((1S,4S)-5-[6-(7-Cyclopentyl-6-methylcarbamoyl-7H-pyrrolo[2,3-d]pyrimidin-2-ylamino)-pyridine-3-carbonyl]-2,5-diaza-bicyclo[2.2.1]heptane-2-carboxylic acid tert-butyl ester). As a reaction SMILES: [CH3:1][NH:2][C:3]([C:5]1[N:14]([CH:15]2[CH2:19][CH2:18][CH2:17][CH2:16]2)[C:8]2[N:9]=[C:10](Cl)[N:11]=[CH:12][C:7]=2[CH:6]=1)=[O:4].[C:20]([O:24][C:25]([N:27]1[CH2:32][C@@H:31]2[CH2:33][C@H:28]1[CH2:29][N:30]2[C:34]([C:36]1[CH:37]=[N:38][C:39]([NH2:42])=[CH:40][CH:41]=1)=[O:35])=[O:26])([CH3:23])([CH3:22])[CH3:21]>>[C:20]([O:24][C:25]([N:27]1[CH2:32][C@@H:31]2[CH2:33][C@H:28]1[CH2:29][N:30]2[C:34]([C:36]1[CH:37]=[N:38][C:39]([NH:42][C:10]2[N:11]=[CH:12][C:7]3[CH:6]=[C:5]([C:3](=[O:4])[NH:2][CH3:1])[N:14]([CH:15]4[CH2:19][CH2:18][CH2:17][CH2:16]4)[C:8]=3[N:9]=2)=[CH:40][CH:41]=1)=[O:35])=[O:26])([CH3:23])([CH3:21])[CH3:22]. Procedure details: Following general N—C coupling procedure 1, 2-chloro-7-cyclopentyl-7H-pyrrolo[2,3-d]pyrimidine-6-carboxylic acid methylamide, see WO 2010020675, (0.120 g, 0.431 mmol) was combined with (1S,4S)-5-(6-amino-pyridine-3-carbonyl)-2,5-diaza-bicyclo[2.2.1]heptane-2-carboxylic acid tert-butyl ester (0.144 g, 0.452 g, 1.05 eq), which gave (1S,4S)-5-[6-(7-Cyclopentyl-6-methylcarbamoyl-7H-pyrrolo[2,3-d]pyrimidin-2-ylamino)-pyridine-3-carbonyl]-2,5-diaza-bicyclo[2.2.1]heptane-2-carboxylic acid tert-butyl es... The reactants are ClC1=NC=C(C(=N1)C1=CC=C(C=C1)F)C (2-chloro-4-(4-fluorophenyl)-5-methylpyrimidine), CN1CCN(CC1)CC1=CC=C(N)C=C1 (4-((4-methylpiperazin-1-yl)methyl)aniline). Product: FC1=CC=C(C=C1)C1=NC(=NC=C1C)NC1=CC=C(C=C1)CN1CCN(CC1)C (4-(4-fluorophenyl)-5-methyl-N-(4-((4-methylpiperazin-1-yl)methyl)phenyl)pyrimidin-2-amine). Isolated yield 79.0%. Reaction SMILES: Cl[C:2]1[N:7]=[C:6]([C:8]2[CH:13]=[CH:12][C:11]([F:14])=[CH:10][CH:9]=2)[C:5]([CH3:15])=[CH:4][N:3]=1.[CH3:16][N:17]1[CH2:22][CH2:21][N:20]([CH2:23][C:24]2[CH:30]=[CH:29][C:27]([NH2:28])=[CH:26][CH:25]=2)[CH2:19][CH2:18]1>>[F:14][C:11]1[CH:12]=[CH:13][C:8]([C:6]2[C:5]([CH3:15])=[CH:4][N:3]=[C:2]([NH:28][C:27]3[CH:26]=[CH:25][C:24]([CH2:23][N:20]4[CH2:19][CH2:18][N:17]([CH3:16])[CH2:22][CH2:21]4)=[CH:30][CH:29]=3)[N:7]=2)=[CH:9][CH:10]=1. Procedure details: The title compound was prepared according to procedure B from 2-chloro-4-(4-fluorophenyl)-5-methylpyrimidine and 4-((4-methylpiperazin-1-yl)methyl)aniline in 79% yield (yellow solid) after purification by flash chromatography (CH2Cl2/CH3OH 99:1 gradually increasing to 95:5). 1H NMR (400 MHz, CDCl3): δ 8.28 (s, 1H), 7.63 (m, 2H), 7.55 (d, 2H, J=8.5 Hz), 7.22 (t, 2H, J=8.7 Hz), 7.14 (t, 2H, J=8.7 Hz), 3.44 (s, 2H), 2.42 (bs, 8H), 2.25 (s, 3H), 2.24 (s, 3H); MS (ESI): 392.0 [M+H]+, 196 [M+H]2+.